From a dataset of the Open Reaction Database (ORD), a public repository of structured organic reaction records. describe an organic reaction: reactants, conditions, products, and yield The reactants are CCO, Cl, [Na+], CCOC(=O)CCCOc1ccc2c(c1)CN1CC(=O)NC1=N2, [OH-]. Product: O=C(O)CCCOc1ccc2c(c1)CN1CC(=O)NC1=N2. RXN SMILES: [CH3:27][CH2:28][OH:29].[ClH:26].[Na+:25].[O:1]=[C:2]1[NH:3][C:4]2=[N:5][c:6]3[cH:7][cH:8][c:9]([O:15][CH2:16][CH2:17][CH2:18][C:19](=[O:20])[O:21][CH2:22][CH3:23])[cH:10][c:11]3[CH2:12][N:13]2[CH2:14]1.[OH-:24]>>[O:1]=[C:2]1[NH:3][C:4]2=[N:5][c:6]3[cH:7][cH:8][c:9]([O:15][CH2:16][CH2:17][CH2:18][C:19](=[O:20])[OH:21])[cH:10][c:11]3[CH2:12][N:13]2[CH2:14]1.